This data is from the Open Reaction Database (ORD), a public repository of structured organic reaction records. The task is: describe an organic reaction: reactants, conditions, products, and yield The reactants are [N+](=O)([O-])C1=CC=CC=2C(C3=CC=CC=C3C(C12)=O)=O (1-nitroanthraquinone), S(=O)([O-])[O-].[Na+].[Na+] (sodium sulphite). Run in O (water). Yields the product C1=CC=CC=2C(C3=CC=CC=C3C(C12)=O)=O (anthraquinone). Reaction SMILES: [N+]([C:4]1[C:17]2[C:16](=[O:18])[C:15]3[C:10](=[CH:11][CH:12]=[CH:13][CH:14]=3)[C:9](=[O:19])[C:8]=2[CH:7]=[CH:6][CH:5]=1)([O-])=O.S([O-])([O-])=O.[Na+].[Na+]>O>[CH:11]1[C:10]2[C:9](=[O:19])[C:8]3[C:17](=[CH:4][CH:5]=[CH:6][CH:7]=3)[C:16](=[O:18])[C:15]=2[CH:14]=[CH:13][CH:12]=1 |f:1.2.3|. Procedure: 50 g of a crude 1-nitroanthraquinone manufactured according to Example 1 are stirred, according to U.S. Pat. No. 2,302,729, with 10 g of sodium sulphite and 500 ml of water for 6 hours at the reflux temperature. After filtration, washing and drying, 40.4 g of 1-nitroanthraquinone of the composition indicated in Table A are isolated (representing 71% of theory, relative to anthraquinone employed). Starting materials: C1(=CC=CC=C1)OC1=CC=CC=C1 (Diphenyl ether), NC1=C2C(=NC(=C1C(=O)O)C)SC(=C2C2=CC(=CC=C2)Br)Br (4-amino-2-bromo-3-(3-bromophenyl)-6-methylthieno[2,3-b]pyridine-5-carboxylic acid). Run in C(Cl)Cl (DCM). Run at temperature 200 celsius, time 4 hour. Yields the product BrC1=C(C2=C(N=C(C=C2N)C)S1)C1=CC(=CC=C1)Br (2-Bromo-3-(3-bromophenyl)-6-methylthieno[2,3-b]pyridin-4-amine). Isolated yield 59.7%. As a reaction SMILES: C1(OC2C=CC=CC=2)C=CC=CC=1.[NH2:14][C:15]1[C:20](C(O)=O)=[C:19]([CH3:24])[N:18]=[C:17]2[S:25][C:26]([Br:35])=[C:27]([C:28]3[CH:33]=[CH:32][CH:31]=[C:30]([Br:34])[CH:29]=3)[C:16]=12>C(Cl)Cl>[Br:35][C:26]1[S:25][C:17]2[N:18]=[C:19]([CH3:24])[CH:20]=[C:15]([NH2:14])[C:16]=2[C:27]=1[C:28]1[CH:33]=[CH:32][CH:31]=[C:30]([Br:34])[CH:29]=1. Reported procedure: Diphenyl ether (20 mL, 126 mmol) was added to 4-amino-2-bromo-3-(3-bromophenyl)-6-methylthieno[2,3-b]pyridine-5-carboxylic acid (Description 48) (1.861 g, 4.21 mmol). The mixture was heated to 200° C. and stirred at 200° C. for 4 h. The mixture cooled to RT and was stirred overnight at RT. The mixture was then diluted with DCM and purified by chromatography on silica, eluting with a gradient of 0-40% ethyl acetate in cyclohexane, to give the title compound (1.0 g). LCMS (A) m/z: 399 [M+1]+, Rt 0... Starting materials: CC1(OC2=C(C(C1)C1=NC=CC=C1)C=C(C=C2)C(=O)O)C (3,4-dihydro-2,2-dimethyl-4-(2-pyridyl)-2H-1-benzopyran-6-carboxylic acid), C(#N)C=1C=CC2=C([C@H]([C@@H](C(O2)(C)C)O)C2=[N+](C=CC=C2)[O-])C1 (rac-trans-2-(6-cyano-3,4-dihydro-3-hydroxy-2,2-dimethyl-2H-1-benzopyran-4-yl)pyridine N-oxide), C(C)#N (acetonitrile), OO (hydrogen peroxide). Reagents/catalysts: [O-][W](=O)(=O)[O-].[Na+].[Na+] (sodium tungstate). Solvent: CO (methanol). The product is CC1(OC2=C(C3(C1O3)C3=NC=CC=C3)C=C(C=C2)C#N)C (la,7b-dihydro-2,2-dimethyl-7b-(2-pyridyl)-2H-oxireno[c][1]benzopyran-6-carbonitrile). Reaction SMILES: [C:1]([C:3]1[CH:4]=[CH:5][C:6]2[O:11][C:10]([CH3:13])([CH3:12])[C@@H:9]([OH:14])[C@H:8]([C:15]3[CH:20]=[CH:19][CH:18]=[CH:17][N+:16]=3[O-])[C:7]=2[CH:22]=1)#[N:2].CC1(C)CC(C2C=CC=CN=2)C2C=C(C(O)=O)C=CC=2O1.C(#N)C.OO>CO.[O-][W]([O-])(=O)=O.[Na+].[Na+]>[CH3:12][C:10]1([CH3:13])[CH:9]2[O:14][C:8]2([C:15]2[CH:20]=[CH:19][CH:18]=[CH:17][N:16]=2)[C:7]2[CH:22]=[C:3]([C:1]#[N:2])[CH:4]=[CH:5][C:6]=2[O:11]1 |f:5.6.7|. Procedure: The rac-trans-3,4-dihydro-3-hydroxy-2,2-dimethyl-4-(2-pyridyl)-2H-1-benzopyran-6-carbonitrile used as the starting material was prepared as follows: (A) 3 g of 2,2-dimethyl-4-(2-pyridyl)-2H-1-benzopyran-6-carbonitrile and 420 mg of sodium tungstate were heated in 30 ml of methanol and 30 ml of acetonitrile at 50° C. and 12 ml of 30% (w/v) hydrogen peroxide were added. After heating overnight the mixture was evaporated and the residue was taken up in dichloromethane and water. The organic phase w... Starting materials: O=C(NC1(C(=O)NC2(c3cocn3)CC2)CC1)OCc1ccccc1, CO. Yields the product NC1(C(=O)NC2(c3cocn3)CC2)CC1. RXN SMILES: [CH2:1]([O:2][C:3](=[O:4])[NH:10][C:11]1([C:14]([NH:15][C:16]2([c:19]3[n:20][cH:21][o:22][cH:23]3)[CH2:17][CH2:18]2)=[O:24])[CH2:12][CH2:13]1)[c:5]1[cH:6][cH:7][cH:8][cH:9][cH:25]1.[CH3:26][OH:27]>>[NH2:10][C:11]1([C:14]([NH:15][C:16]2([c:19]3[n:20][cH:21][o:22][cH:23]3)[CH2:17][CH2:18]2)=[O:24])[CH2:12][CH2:13]1. The reactants are C(C1=CC=CC=C1)OC1=CC=C2C(=C(C(OC2=C1C)=O)C(NC1=CC(=CC=C1)F)=O)O (7-benzyloxy-4-hydroxy-8-methyl-3-(3'-fluorophenylcarbamoyl)coumarin), Br (hydrobromic acid), O (water). Solvent: C(C)(=O)O (acetic acid). Conditions: temperature 100 celsius. Product: OC1=C(C(OC2=C(C(=CC=C12)O)C)=O)C(NC1=CC(=CC=C1)F)=O (4.7-Dihydroxy-8-methyl-3-(3-fluorophenylcarbamoyl)coumarin). Yield: 27.4%. As a reaction SMILES: C([O:8][C:9]1[C:18]([CH3:19])=[C:17]2[C:12]([C:13]([OH:31])=[C:14]([C:21](=[O:30])[NH:22][C:23]3[CH:28]=[CH:27][CH:26]=[C:25]([F:29])[CH:24]=3)[C:15](=[O:20])[O:16]2)=[CH:11][CH:10]=1)C1C=CC=CC=1.Br.O>C(O)(=O)C>[OH:31][C:13]1[C:12]2[C:17](=[C:18]([CH3:19])[C:9]([OH:8])=[CH:10][CH:11]=2)[O:16][C:15](=[O:20])[C:14]=1[C:21](=[O:30])[NH:22][C:23]1[CH:28]=[CH:27][CH:26]=[C:25]([F:29])[CH:24]=1. Procedure details: To a solution of the compound of Step A (471 mg, 1.12 mmol) in acetic acid (10 ml) was added hydrobromic acid (48%, 5 ml). The mixture was refluxed at 100° C. for 18 hours. After cooling to room temperature, the reaction mixture was poured into water and a precipitate formed. After filtration, the solid was washed with water and then crystallized from dioxane-methanol. The title product was obtained as a white crystalline solid, mp 287°-289° C., (94.9 mg, 0.307 mmol, yield 27.4%). Analysis: Calc... Starting materials: FCCBr, O=C([O-])[O-], [Cs+], [Cs+], CN(C)C=O, Oc1cccc(-c2ccc3nonc3c2)c1. Yields the product FCCOc1cccc(-c2ccc3nonc3c2)c1. As a reaction SMILES: [Br:23][CH2:24][CH2:25][F:26].[C:17](=[O:18])([O-:19])[O-:20].[Cs+:21].[Cs+:22].[O:27]=[CH:28][N:29]([CH3:30])[CH3:31].[n:1]1[c:2]2[c:3]([n:4][o:5]1)[cH:6][c:7](-[c:10]1[cH:11][c:12]([OH:16])[cH:13][cH:14][cH:15]1)[cH:8][cH:9]2>>[n:1]1[c:2]2[c:3]([n:4][o:5]1)[cH:6][c:7](-[c:10]1[cH:11][c:12]([O:16][CH2:24][CH2:25][F:26])[cH:13][cH:14][cH:15]1)[cH:8][cH:9]2. The reactants are CC(C)(C)[Si](C)(C)OCC=O, CC(C)(C)S(N)=O. As a reaction SMILES: [C:8]([CH3:9])([CH3:10])([CH3:11])[Si:12]([O:13][CH2:14][CH:15]=[O:16])([CH3:17])[CH3:18].[CH3:1][C:2]([CH3:3])([CH3:4])[S:5](=[O:6])[NH2:7]>>[CH3:1][C:2]([CH3:3])([CH3:4])[S:5](=[O:6])[N:7]=[CH:15][CH2:14][O:13][Si:12]([C:8]([CH3:9])([CH3:10])[CH3:11])([CH3:17])[CH3:18]. Yields the product CC(C)(C)S(=O)N=CCO[Si](C)(C)C(C)(C)C.